Dataset: the Open Reaction Database (ORD), a public repository of structured organic reaction records. Task: describe an organic reaction: reactants, conditions, products, and yield Starting materials: O.[OH-].[Li+] (lithium hydroxide monohydrate), solution, O1CCCC1 (tetrahydrofuran), C=1(C(=CC=CC1)C(=O)CN1C(C(CN(C2=C1C=C(C=C2)C)C(=O)C2CCCCC2)NC(=O)NC2=CC(=CC=C2)C(=O)OCC)=O)C (1-[1-(2-Toluoylmethyl)-2-oxo-5-cyclohexylcarbonyl-8-methyl-1,3,4,5-tetrahydro-2H-1,5-benzodiazepin-3-yl]-3-(3-ethoxycarbonylphenyl)urea). Run in CO (methanol). Product: C=1(C(=CC=CC1)C(=O)CN1C(C(CN(C2=C1C=C(C=C2)C)C(=O)C2CCCCC2)NC(NC=2C=C(C(=O)O)C=CC2)=O)=O)C (3-[3-[1-(2-toluoylmethyl)-2-oxo-5-cyclohexylcarbonyl-8-methyl-1,3,4,5-tetrahydro-2H-1,5-benzodiazepin-3-yl]ureido]benzoic acid). The yield is 50.3%. Reaction SMILES: [C:1]1([CH3:46])[C:2]([C:7]([CH2:9][N:10]2[C:16]3[CH:17]=[C:18]([CH3:21])[CH:19]=[CH:20][C:15]=3[N:14]([C:22]([CH:24]3[CH2:29][CH2:28][CH2:27][CH2:26][CH2:25]3)=[O:23])[CH2:13][CH:12]([NH:30][C:31]([NH:33][C:34]3[CH:39]=[CH:38][CH:37]=[C:36]([C:40]([O:42]CC)=[O:41])[CH:35]=3)=[O:32])[C:11]2=[O:45])=[O:8])=[CH:3][CH:4]=[CH:5][CH:6]=1.O.[OH-].[Li+].O1CCCC1>CO>[C:1]1([CH3:46])[C:2]([C:7]([CH2:9][N:10]2[C:16]3[CH:17]=[C:18]([CH3:21])[CH:19]=[CH:20][C:15]=3[N:14]([C:22]([CH:24]3[CH2:25][CH2:26][CH2:27][CH2:28][CH2:29]3)=[O:23])[CH2:13][CH:12]([NH:30][C:31](=[O:32])[NH:33][C:34]3[CH:35]=[C:36]([CH:37]=[CH:38][CH:39]=3)[C:40]([OH:42])=[O:41])[C:11]2=[O:45])=[O:8])=[CH:3][CH:4]=[CH:5][CH:6]=1 |f:1.2.3|. Procedure details: 1-[1-(2-Toluoylmethyl)-2-oxo-5-cyclohexylcarbonyl-8-methyl-1,3,4,5-tetrahydro-2H-1,5-benzodiazepin-3-yl]-3-(3-ethoxycarbonylphenyl)urea (500 mg) was dissolved in methanol (24 ml), aqueous lithium hydroxide monohydrate (168 mg) solution (12 ml) and tetrahydrofuran (12 ml) were added, and the mixture was refluxed for 30 minutes. The reaction mixture was concentrated under reduced pressure, the residue was dissolved in water (50 ml), the solution was washed with diethyl ether, acidified with 1N hyd...